Dataset: the Open Reaction Database (ORD), a public repository of structured organic reaction records. Task: describe an organic reaction: reactants, conditions, products, and yield Starting materials: COC(C(CC1=CC2=CC=CC=C2C=C1)N1CC(N(CC1)S(=O)(=O)C1=C(C=CC=C1)[N+](=O)[O-])COC)=O (2-[3-methoxymethyl-4-(2-nitro-benzenesulfonyl)-piperazine-1-yl]-3-naphthalen-2-yl-propionic acid methyl ester), C([O-])([O-])=O.[K+].[K+] (potassium carbonate), SC1=CC=C(C=C1)O (4-mercaptophenol), Cl (HCl). The solvent is CN(C)C=O (DMF). Reaction conditions: time 6 hour. Product: COC(C(CC1=CC2=CC=CC=C2C=C1)N1CC(NCC1)COC)=O (2-(3-methoxymethyl-piperazine-1yl)-3-naphthalen2-yl-propionic acid methyl ester). Isolated yield 97.0%. RXN SMILES: [CH3:1][O:2][C:3](=[O:37])[CH:4]([N:16]1[CH2:21][CH2:20][N:19](S(C2C=CC=CC=2[N+]([O-])=O)(=O)=O)[CH:18]([CH2:34][O:35][CH3:36])[CH2:17]1)[CH2:5][C:6]1[CH:15]=[CH:14][C:13]2[C:8](=[CH:9][CH:10]=[CH:11][CH:12]=2)[CH:7]=1.C(=O)([O-])[O-].[K+].[K+].SC1C=CC(O)=CC=1.Cl>CN(C=O)C>[CH3:1][O:2][C:3](=[O:37])[CH:4]([N:16]1[CH2:21][CH2:20][NH:19][CH:18]([CH2:34][O:35][CH3:36])[CH2:17]1)[CH2:5][C:6]1[CH:15]=[CH:14][C:13]2[C:8](=[CH:9][CH:10]=[CH:11][CH:12]=2)[CH:7]=1 |f:1.2.3|. Procedure: To a solution of 2-[3-methoxymethyl-4-(2-nitro-benzenesulfonyl)-piperazine-1-yl]-3-naphthalen-2-yl-propionic acid methyl ester, 61, (3.5 g, 6.67 mmol) in anhydrous DMF (40 mL) is added potassium carbonate (5.5 g, 40.0 mmol) and 4-mercaptophenol (2.5 g, 20.0 mmol). The reaction mixture is stirred for six hours at room temperature, then cooled in a ice bath and pH is adjusted to 3 with 1M HCl. The reaction mixture is extracted with Et2O (4×100 mL). All organic layers are combined and extracted wit... The reactants are Cc1ccc(Br)cc1, [Li]CCCC, C1CCOC1, COc1ccc(N2CCN(c3c(C)c(C)c4c(c3C)C(=O)C(C)(C)O4)CC2)cc1, O. Product: COc1ccc(N2CCN(c3c(C)c(C)c4c(c3C)C(O)(c3ccc(C)cc3)C(C)(C)O4)CC2)cc1. As a reaction SMILES: [Br:6][c:7]1[cH:8][cH:9][c:10]([CH3:13])[cH:11][cH:12]1.[CH2:1]([Li:2])[CH2:3][CH2:4][CH3:5].[CH2:44]1[O:45][CH2:46][CH2:47][CH2:48]1.[CH3:14][O:15][c:16]1[cH:17][cH:18][c:19]([N:22]2[CH2:23][CH2:24][N:25]([c:28]3[c:29]([CH3:42])[c:30]([CH3:41])[c:31]4[c:32]([c:39]3[CH3:40])[C:33](=[O:38])[C:34]([CH3:36])([CH3:37])[O:35]4)[CH2:26][CH2:27]2)[cH:20][cH:21]1.[OH2:43]>>[c:7]1([C:33]2([OH:38])[c:32]3[c:31]([c:30]([CH3:41])[c:29]([CH3:42])[c:28]([N:25]4[CH2:24][CH2:23][N:22]([c:19]5[cH:18][cH:17][c:16]([O:15][CH3:14])[cH:21][cH:20]5)[CH2:27][CH2:26]4)[c:39]3[CH3:40])[O:35][C:34]2([CH3:36])[CH3:37])[cH:8][cH:9][c:10]([CH3:13])[cH:11][cH:12]1.